From a dataset of the Open Reaction Database (ORD), a public repository of structured organic reaction records. describe an organic reaction: reactants, conditions, products, and yield The reactants are [BH3-]C#N, CC(=O)O, CC#N, CC=O, COC(=O)c1cc(N)cc(C(=O)OC)c1, [Na+], O. Product: CCN(CC)c1cc(C(=O)OC)cc(C(=O)OC)c1. As a reaction SMILES: [C:19]([BH3-:20])#[N:21].[C:23]([CH3:24])([OH:25])=[O:26].[CH3:27][C:28]#[N:29].[CH:1]([CH3:2])=[O:3].[NH2:4][c:5]1[cH:6][c:7]([C:15](=[O:16])[O:17][CH3:18])[cH:8][c:9]([C:10](=[O:11])[O:12][CH3:13])[cH:14]1.[Na+:22].[OH2:30]>>[CH2:1]([CH3:2])[N:4]([c:5]1[cH:6][c:7]([C:15](=[O:16])[O:17][CH3:18])[cH:8][c:9]([C:10](=[O:11])[O:12][CH3:13])[cH:14]1)[CH2:23][CH3:24].